This data is from the Open Reaction Database (ORD), a public repository of structured organic reaction records. The task is: describe an organic reaction: reactants, conditions, products, and yield Starting materials: N#CN (cyanamide), Cl (HCl), NC1=CC=CC=C1 (aniline), C([O-])([O-])=O.[Na+].[Na+] (sodium carbonate), N#CN (cyanamide), Cl (HCl). Run in O (water). Reaction conditions: temperature 85 celsius, time 2 hour. The product is C(O)(O)=O.C1(=CC=CC=C1)NC(=N)N (phenylguanidine carbonate). Isolated yield 92.7%. As a reaction SMILES: Cl.[NH2:2][C:3]1[CH:8]=[CH:7][CH:6]=[CH:5][CH:4]=1.[N:9]#[C:10][NH2:11].[C:12](=[O:15])([O-:14])[O-:13].[Na+].[Na+]>O>[C:12](=[O:13])([OH:15])[OH:14].[C:3]1([NH:2][C:10]([NH2:11])=[NH:9])[CH:8]=[CH:7][CH:6]=[CH:5][CH:4]=1 |f:3.4.5,7.8|. Procedure: 88.5 g (0.78 mol) aqueous HCl (32% by weight) are added to 93.1 g aniline (1.0 mol) until the pH value reaches 2.0. Over the course of 1 hour, 92.4 g (1.1 mol) of a 50% aqueous cyanamide solution are run into the reaction mixture at 85° C. Towards the end of the cyanamide addition, a further 22.1 g (0.19 mol) aqueous HCl (32%) are added, which returns the pH to 2.4 to 2.7. After stirring for 2 hours at 85° C., the mixture is allowed to cool to 60° C. and a solution of 63.6 g (0.6 mol) sodium car... Starting materials: CN1N=C(C(=C1C)N=C=S)C ((1,3,5-trimethyl-pyrazol-4-yl)-isothiocyanate), CCCCCC (hexane), [H-].[K+] (potassium hydride), ClC=1C=C2C=CNC2=CC1 (5-chloroindole). The solvent is C1CCOC1 (THF), C1CCOC1 (THF). Reaction conditions: time 1 hour. The product is CN1N=C(C(=C1C)NC(=S)N1C=CC2=CC(=CC=C12)Cl)C (5-Chloro-indole-1-carbothioic acid (1,3,5-trimethyl-1H-pyrazol-4-yl)-amide). Yield: 59.2%. RXN SMILES: CCCCCC.[H-].[K+].[Cl:9][C:10]1[CH:11]=[C:12]2[C:16](=[CH:17][CH:18]=1)[NH:15][CH:14]=[CH:13]2.[CH3:19][N:20]1[C:24]([CH3:25])=[C:23]([N:26]=[C:27]=[S:28])[C:22]([CH3:29])=[N:21]1>C1COCC1>[CH3:19][N:20]1[C:24]([CH3:25])=[C:23]([NH:26][C:27]([N:15]2[C:16]3[C:12](=[CH:11][C:10]([Cl:9])=[CH:18][CH:17]=3)[CH:13]=[CH:14]2)=[S:28])[C:22]([CH3:29])=[N:21]1 |f:1.2|. Procedure details: A stirred slurry of hexane washed potassium hydride (0.423 g, 10.6 mmol) in 50 mL of dry THF was treated portionwise with 5-chloroindole (1.6 g, 10.6 mmol). The mixture was stirred until a clear solution was obtained. A solution of (1,3,5-trimethyl-pyrazol-4-yl)-isothiocyanate (1.8 g, 10.6 mmol) of step A in 5 mL THF was slowly added and stirring was continued for 1 hour. The reaction mixture was concentrated in vacuo and the residue partitioned between EtOAc and 1N HCl. The organic layer was wa... Starting materials: BrC(Br)(Br)Br, CCCCCC, O=Cc1ccc(-c2cccs2)s1, O=Cc1ccc(-c2cccs2)s1, ClCCl, ClCCl, c1ccc(P(c2ccccc2)c2ccccc2)cc1. Yields the product BrC(Br)=Cc1ccc(-c2cccs2)s1. Reaction SMILES: [Br:32][C:33]([Br:34])([Br:35])[Br:36].[CH3:55][CH2:56][CH2:57][CH2:58][CH2:59][CH3:60].[CH:1](=[O:2])[c:3]1[cH:4][cH:5][c:6](-[c:8]2[s:9][cH:10][cH:11][cH:12]2)[s:7]1.[CH:40]([c:41]1[s:42][c:43](-[c:44]2[s:45][cH:46][cH:47][cH:48]2)[cH:49][cH:50]1)=[O:51].[Cl:37][CH2:38][Cl:39].[Cl:52][CH2:53][Cl:54].[c:13]1([P:14]([c:15]2[cH:16][cH:17][cH:18][cH:19][cH:20]2)[c:21]2[cH:22][cH:23][cH:24][cH:25][cH:26]2)[cH:27][cH:28][cH:29][cH:30][cH:31]1>>[CH:1]([c:3]1[cH:4][cH:5][c:6](-[c:8]2[s:9][cH:10][cH:11][cH:12]2)[s:7]1)=[C:33]([Br:32])[Br:34]. The reactants are [OH-].[NH4+] (ammonium hydroxide), C(C)(=O)N[C@@H](CS)C(=O)O (N-acetyl-L-cysteine). Run in O (water). The product is C(C)(=O)N[C@@H](CS)C(=O)[O-].[NH4+] (ammonium N-acetyl-L-cysteinate). RXN SMILES: [OH-].[NH4+:2].[C:3]([NH:6][C@H:7]([C:10]([OH:12])=[O:11])[CH2:8][SH:9])(=[O:5])[CH3:4]>O>[C:3]([NH:6][C@H:7]([C:10]([O-:12])=[O:11])[CH2:8][SH:9])(=[O:5])[CH3:4].[NH4+:2] |f:0.1,4.5|. Reported procedure: N-acetyl-L-cysteine ammonium salt can also be obtained by modification of the above procedure as follows. About 6.5 ml. of concentrated ammonium hydroxide is added slowly to a stirred mixture of N-acetyl-L-cysteine (16.3 g., 0.1 mole) in 100 ml. of water. The pH of the mixture should be 7 at the end of the addition. The solvent is allowed to evaporate and the white residue thus obtained when dried to constant weight at 45°C. in vacuo over phosphorous pentoxide provides a quantitative yield (18 g... Reactants: C(C)(C)[Si](C(C)C)(C(C)C)OS(=O)(=O)C(F)(F)F (Triisopropylsilyltrifluoromethanesulfonate), CCN(C(C)C)C(C)C (DIPEA), BrC1=C(C=C2C(CNC2=C1)(C)C)F (6-bromo-5-fluoro-3,3-dimethyl-2,3-dihydro-1H-indole). Run in C(Cl)Cl (DCM). Run at time 8 hour. Yields the product BrC1=C(C=C2C(CN(C2=C1)[Si](C(C)C)(C(C)C)C(C)C)(C)C)F (6-Bromo-5-fluoro-3,3-dimethyl-1-triisopropylsilanyl-2,3-dihydro-1H-indole). The yield is 69.2%. RXN SMILES: [CH:1]([Si:4](OS(C(F)(F)F)(=O)=O)([CH:8]([CH3:10])[CH3:9])[CH:5]([CH3:7])[CH3:6])([CH3:3])[CH3:2].CCN(C(C)C)C(C)C.[Br:28][C:29]1[CH:37]=[C:36]2[C:32]([C:33]([CH3:39])([CH3:38])[CH2:34][NH:35]2)=[CH:31][C:30]=1[F:40]>C(Cl)Cl>[Br:28][C:29]1[CH:37]=[C:36]2[C:32]([C:33]([CH3:38])([CH3:39])[CH2:34][N:35]2[Si:4]([CH:1]([CH3:2])[CH3:3])([CH:5]([CH3:6])[CH3:7])[CH:8]([CH3:9])[CH3:10])=[CH:31][C:30]=1[F:40]. Procedure: Triisopropylsilyltrifluoromethanesulfonate (3.5 mL, 13.0 mmol) and DIPEA (3.2 mL, 19.5 mmol) were added to a solution of 6-bromo-5-fluoro-3,3-dimethyl-2,3-dihydro-1H-indole (1.5 g, 6.5 mmol) in DCM (50 mL). The reaction mixture was stirred at room temperature overnight then quenched with saturated aqueous NaHCO3 and extracted with DCM (×3). The organic phase was dried (MgSO4), filtered and concentrated. The crude material was purified by SiO2 chromatography (10% EtOAc in petrol) to give the titl... The reactants are [H-].[Na+] (sodium hydride), IC (iodomethane), [H-].[Na+] (sodium hydride), ClC1=CC(=C(OCC(CN2N=CN=C2)(C(C)(C)C)O)C=C1)C (2-(4-chloro-2-methyl-phenoxy-methyl)-3,3-dimethyl-1-(1,2,4-triazol-1-yl)-2-butanol), IC (iodomethane). The solvent is O1CCOCC1 (dioxane). Run at time 4 hour. Product: ClC1=CC(=C(OCC(CN2N=CN=C2)(C(C)(C)C)OC)C=C1)C (2-(4-chloro-2-methyl-phenoxymethyl)-3,3-dimethyl-2-methoxy- 1-(1,2,4-triazol-1-yl)butane). Yield: 53.3%. As a reaction SMILES: [H-].[Na+].[Cl:3][C:4]1[CH:23]=[CH:22][C:7]([O:8][CH2:9][C:10]([OH:21])([C:17]([CH3:20])([CH3:19])[CH3:18])[CH2:11][N:12]2[CH:16]=[N:15][CH:14]=[N:13]2)=[C:6]([CH3:24])[CH:5]=1.I[CH3:26]>O1CCOCC1>[Cl:3][C:4]1[CH:23]=[CH:22][C:7]([O:8][CH2:9][C:10]([O:21][CH3:26])([C:17]([CH3:20])([CH3:19])[CH3:18])[CH2:11][N:12]2[CH:16]=[N:15][CH:14]=[N:13]2)=[C:6]([CH3:24])[CH:5]=1 |f:0.1|. Reported procedure: 27 g (0.9 mol) of 80% strength sodium hydride were introduced in portions into a solution of 290 g (0.86 mol) of 2-(4-chloro-2-methyl-phenoxy-methyl)-3,3-dimethyl-1-(1,2,4-triazol-1-yl)-2-butanol in 1,600 ml of absolute dioxane at room temperature. The mixture was subsequently stirred at room temperature for 4 hours, and 141.9 g (1 mol) of iodomethane were then added dropwise. The reaction mixture was stirred at 40° C. for 12 hours and another 10 g (0.33 mol) of 80% strength sodium hydride were ... The reactants are C1(=CC=CC=C1)CN(CCCC(C)(C1=CC(=C(C=C1)O)CN1CCCCCC1)C1=CC(=C(C=C1)O)CN1CCCCCC1)CC1=CC=CC=C1 (4,4'-[4-[Bis(phenylmethyl)amino]-1-methylbutylidene]-bis[2-[(hexahydro-1H-azepin-1yl)methyl]phenol]), C(C(=O)O)(=O)O (oxalic acid). Run in CCOCC (Et2O), C(C)O (ethanol). The product is C(C(=O)O)(=O)O.C1(=CC=CC=C1)CN(CCCC(C)(C1=CC(=C(C=C1)O)CN1CCCCCC1)C1=CC(=C(C=C1)O)CN1CCCCCC1)CC1=CC=CC=C1 (4,4'-[4-[Bis(phenylmethyl)amino]-1-methylbutylidene]-bis[2-[(hexahydro-1H-azepin-1yl)methyl]phenol] oxalic acid salt). Yield: 111.1%. As a reaction SMILES: [C:1]1([CH2:7][N:8]([CH2:44][C:45]2[CH:50]=[CH:49][CH:48]=[CH:47][CH:46]=2)[CH2:9][CH2:10][CH2:11][C:12]([C:29]2[CH:34]=[CH:33][C:32]([OH:35])=[C:31]([CH2:36][N:37]3[CH2:43][CH2:42][CH2:41][CH2:40][CH2:39][CH2:38]3)[CH:30]=2)([C:14]2[CH:19]=[CH:18][C:17]([OH:20])=[C:16]([CH2:21][N:22]3[CH2:28][CH2:27][CH2:26][CH2:25][CH2:24][CH2:23]3)[CH:15]=2)[CH3:13])[CH:6]=[CH:5][CH:4]=[CH:3][CH:2]=1.[C:51]([OH:56])(=[O:55])[C:52]([OH:54])=[O:53]>CCOCC.C(O)C>[C:51]([OH:56])(=[O:55])[C:52]([OH:54])=[O:53].[C:1]1([CH2:7][N:8]([CH2:44][C:45]2[CH:46]=[CH:47][CH:48]=[CH:49][CH:50]=2)[CH2:9][CH2:10][CH2:11][C:12]([C:29]2[CH:34]=[CH:33][C:32]([OH:35])=[C:31]([CH2:36][N:37]3[CH2:38][CH2:39][CH2:40][CH2:41][CH2:42][CH2:43]3)[CH:30]=2)([C:14]2[CH:19]=[CH:18][C:17]([OH:20])=[C:16]([CH2:21][N:22]3[CH2:23][CH2:24][CH2:25][CH2:26][CH2:27][CH2:28]3)[CH:15]=2)[CH3:13])[CH:6]=[CH:5][CH:4]=[CH:3][CH:2]=1 |f:4.5|. Procedure: A solution of the product from Example 9 (0.22 g, 0.33 mmol) in 5 mL Et2O was treated with a solution of oxalic acid (0.13 g, 1.03 mmol) in 1 mL of ethanol. The resulting solution was triturated with 5 mL of Et2O and collected by filtration. The solid collected was washed with Et2O and dried (P2O5) under vacuum to give the title compound (0.28 g, 91%) as a white solid, mp=111-148° C.